From a dataset of the Open Reaction Database (ORD), a public repository of structured organic reaction records. describe an organic reaction: reactants, conditions, products, and yield The reactants are C1CCOC1, Cn1ccnc1, CC(C)=O, [Li]CCCC, CC[Si](Cl)(CC)CC, Cc1ccc(C(=O)c2ccc3nc(Cl)nc(-c4cccc(Cl)c4)c3c2)cc1, O. Yields the product Cc1ccc(C(O)(c2ccc3nc(Cl)nc(-c4cccc(Cl)c4)c3c2)c2cncn2C)cc1. Reaction SMILES: [CH2:47]1[O:48][CH2:49][CH2:50][CH2:51]1.[CH3:1][n:2]1[cH:3][cH:4][n:5][cH:6]1.[CH3:52][C:53](=[O:54])[CH3:55].[CH3:7][CH2:8][CH2:9][CH2:10][Li:11].[Cl:12][Si:13]([CH2:14][CH3:15])([CH2:16][CH3:17])[CH2:18][CH3:19].[Cl:20][c:21]1[n:22][c:23]2[cH:24][cH:25][c:26]([C:38](=[O:39])[c:40]3[cH:41][cH:42][c:43]([CH3:46])[cH:44][cH:45]3)[cH:27][c:28]2[c:29](-[c:31]2[cH:32][c:33]([Cl:37])[cH:34][cH:35][cH:36]2)[n:30]1.[OH2:56]>>[CH3:1][n:2]1[c:3]([C:38]([c:26]2[cH:25][cH:24][c:23]3[n:22][c:21]([Cl:20])[n:30][c:29](-[c:31]4[cH:32][c:33]([Cl:37])[cH:34][cH:35][cH:36]4)[c:28]3[cH:27]2)([OH:39])[c:40]2[cH:41][cH:42][c:43]([CH3:46])[cH:44][cH:45]2)[cH:4][n:5][cH:6]1.